Dataset: the Open Reaction Database (ORD), a public repository of structured organic reaction records. Task: describe an organic reaction: reactants, conditions, products, and yield Starting materials: CC(C)C[Al+]CC(C)C, Cl, [H-], COC(=O)CCc1cnoc1-c1ccc([N+](=O)[O-])cc1, C1CCOC1. Yields the product O=[N+]([O-])c1ccc(-c2oncc2CCCO)cc1. Reaction SMILES: [CH2:22]([Al+:23][CH2:24][CH:25]([CH3:26])[CH3:27])[CH:28]([CH3:29])[CH3:30].[ClH:31].[H-:21].[N+:1](=[O:2])([O-:3])[c:4]1[cH:5][cH:6][c:7](-[c:10]2[c:11]([CH2:15][CH2:16][C:17](=[O:18])[O:19][CH3:20])[cH:12][n:13][o:14]2)[cH:8][cH:9]1.[O:32]1[CH2:33][CH2:34][CH2:35][CH2:36]1>>[N+:1](=[O:2])([O-:3])[c:4]1[cH:5][cH:6][c:7](-[c:10]2[c:11]([CH2:15][CH2:16][CH2:17][OH:18])[cH:12][n:13][o:14]2)[cH:8][cH:9]1. Starting materials: C1CCOC1, ClCCl, Cl, CC1CCC(C(=O)N(c2cc(C3=CCC4(CC3)OCCO4)sc2C(=O)O)C2CCC(O)CC2)CC1. Product: CC1CCC(C(=O)N(c2cc(C3=CCC(=O)CC3)sc2C(=O)O)C2CCC(O)CC2)CC1. RXN SMILES: [CH2:37]1[O:38][CH2:39][CH2:40][CH2:41]1.[Cl:42][CH2:43][Cl:44].[ClH:36].[O:1]1[CH2:3][CH2:2][O:4][C:5]12[CH2:6][CH:7]=[C:8]([c:11]1[cH:12][c:13]([N:19]([C:20](=[O:21])[CH:22]3[CH2:23][CH2:24][CH:25]([CH3:28])[CH2:26][CH2:27]3)[CH:29]3[CH2:30][CH2:31][CH:32]([OH:35])[CH2:33][CH2:34]3)[c:14]([C:16](=[O:17])[OH:18])[s:15]1)[CH2:9][CH2:10]2>>[O:4]=[C:5]1[CH2:6][CH:7]=[C:8]([c:11]2[cH:12][c:13]([N:19]([C:20](=[O:21])[CH:22]3[CH2:23][CH2:24][CH:25]([CH3:28])[CH2:26][CH2:27]3)[CH:29]3[CH2:30][CH2:31][CH:32]([OH:35])[CH2:33][CH2:34]3)[c:14]([C:16](=[O:17])[OH:18])[s:15]2)[CH2:9][CH2:10]1. Starting materials: CCO, COCc1cc(NC(=O)OC)no1, O. The product is COCc1cc(N)no1. RXN SMILES: [CH3:14][CH2:15][OH:16].[CH3:1][O:2][CH2:3][c:4]1[cH:5][c:6]([NH:9][C:10]([O:11][CH3:12])=[O:13])[n:7][o:8]1.[OH2:17]>>[CH3:1][O:2][CH2:3][c:4]1[cH:5][c:6]([NH2:9])[n:7][o:8]1. Reactants: [Mn](=O)(=O)(=O)[O-].[K+] (potassium permanganate), CC1=C(C=C(C=C1)[N+](=O)[O-])S(=O)(=O)O (2-methyl-5-nitrobenzenesulfonic acid), C([O-])([O-])=O.[K+].[K+] (potassium carbonate). The solvent is O (water). The product is C(=O)(O)C1=C(C=CC=C1[N+](=O)[O-])S(=O)(=O)O (2-Carboxy-nitrobenzenesulfonic acid). RXN SMILES: [Mn]([O-])(=O)(=O)=O.[K+].C[C:8]1[CH:13]=[CH:12][C:11]([N+:14]([O-:16])=[O:15])=[CH:10][C:9]=1[S:17]([OH:20])(=[O:19])=[O:18].[C:21](=O)([O-:23])[O-:22].[K+].[K+]>O>[C:21]([C:10]1[C:11]([N+:14]([O-:16])=[O:15])=[CH:12][CH:13]=[CH:8][C:9]=1[S:17]([OH:20])(=[O:18])=[O:19])([OH:23])=[O:22] |f:0.1,3.4.5|. Procedure details: 400.0 g (2.53 mol) of potassium permanganate are added in portions at 80° C. over a period of 2 h to a solution of 106.0 g (0.40 mol) of 2-methyl-5-nitrobenzenesulfonic acid and 80.0 g (0.58 mol) of potassium carbonate in 1300 ml of water. The reaction temperature is maintained at between 80° and 95° C. Starting materials: OS(=O)(=O)O (H2SO4), CO (carbinol), C(CCC)S (n-BuSH), C1(CCCCC1)C(=O)OC (methyl cyclohexane carboxylate), COC1=CC=C(C=C1)[Mg]Br (p-methoxyphenyl magnesium bromide), CCS.[Al+3].[Cl-].[Cl-].[Cl-] (EtSH AlCl3), CCS (EtSH), C(CCC)S.[Al+3].[Cl-].[Cl-].[Cl-] (n-BuSH AlCl3), I[Si](C)(C)C (iodotrimethylsilane). Solvent: C(C)(=O)O (acetic acid), N1=CC=CC=C1 (pyridine), C(Cl)Cl (CH2Cl2). Product: COC1=CC=C(C=C1)C(=C1CCCCC1)C1=CC=C(C=C1)OC (Bis-(p-methoxyphenyl)-cyclohexylidene methane), C1=CC=C(C(=C1)C2=CC(=CC=C2)O)O (Diphenol), di-acetate. As a reaction SMILES: [CH:1]1([C:7](OC)=O)[CH2:6][CH2:5][CH2:4][CH2:3][CH2:2]1.[CH3:11][O:12][C:13]1[CH:18]=[CH:17][C:16]([Mg]Br)=[CH:15][CH:14]=1.[OH:21]S(O)(=O)=O.I[Si](C)(C)C.[CH2:31](S)[CH2:32][CH2:33][CH3:34].[Al+3].[Cl-].[Cl-].[Cl-].[CH3:40][CH2:41]S.[Al+3].[Cl-].[Cl-].[Cl-].CCS.C(S)CCC.[CH3:55][OH:56]>N1C=CC=CC=1.C(Cl)Cl.C(O)(=O)C>[CH3:11][O:12][C:13]1[CH:18]=[CH:17][C:16]([C:7]([C:1]2[CH:2]=[CH:3][C:4]([O:56][CH3:55])=[CH:5][CH:6]=2)=[C:31]2[CH2:41][CH2:40][CH2:34][CH2:33][CH2:32]2)=[CH:15][CH:14]=1.[CH:16]1[CH:17]=[C:7]([C:1]2[CH:2]=[CH:3][CH:4]=[C:5]([OH:21])[CH:6]=2)[C:13]([OH:12])=[CH:14][CH:15]=1 |f:4.5.6.7.8,9.10.11.12.13|. Procedure: Bis-(p-methoxyphenyl)-cyclohexylidene methane 28 (FIG. 3) was prepared from methyl cyclohexane carboxylate 26 and p-methoxyphenyl magnesium bromide (Miquel et al., 1963). Dehydration of 27 was accomplished with a mixture of H2SO4 and acetic acid. While 29 was demethylated with iodotrimethylsilane in pyridine, 30 was difficult to isolate, and the demethylation was repeated using n-BuSH/AlCl3. However, the best method found for demethylation involved the use of EtSH/AlCl3 in CH2Cl2. EtSH has a low... The reactants are O=Cc1cc(-c2ncc(C(F)(F)F)cc2Cl)c(F)cc1Cl, CCOP(=O)(OCC)C(Cl)(Cl)Cl, [Li]CCCC, C1CCOC1. Yields the product CCOP(=O)(OCC)C(Cl)=Cc1cc(-c2ncc(C(F)(F)F)cc2Cl)c(F)cc1Cl. Reaction SMILES: [Cl:18][c:19]1[c:20]([CH:21]=[O:22])[cH:23][c:24](-[c:28]2[n:29][cH:30][c:31]([C:35]([F:36])([F:37])[F:38])[cH:32][c:33]2[Cl:34])[c:25]([F:27])[cH:26]1.[Cl:6][C:7]([P:8]([O:9][CH2:10][CH3:11])(=[O:12])[O:13][CH2:14][CH3:15])([Cl:16])[Cl:17].[Li:1][CH2:2][CH2:3][CH2:4][CH3:5].[O:39]1[CH2:40][CH2:41][CH2:42][CH2:43]1>>[C:7]([P:8]([O:9][CH2:10][CH3:11])(=[O:12])[O:13][CH2:14][CH3:15])([Cl:17])=[CH:21][c:20]1[c:19]([Cl:18])[cH:26][c:25]([F:27])[c:24](-[c:28]2[n:29][cH:30][c:31]([C:35]([F:36])([F:37])[F:38])[cH:32][c:33]2[Cl:34])[cH:23]1. Starting materials: BrC(C(=O)OC(C)(C)C)(C)C (tert.-butyl 2-bromo-2-methyl-propionate), Cl (hydrochloride), C(C1=CC=CC=C1)(C1=CC=CC=C1)(C1=CC=CC=C1)NC=1SC=C(N1)C(C(=O)OCC)=NO (ethyl 2-(2-tritylamino-4-thiazolyl)-2-hydroxyimino-acetate), C([O-])([O-])=O.[K+].[K+] (potassium carbonate). Run in CN(C=O)C (dimethylformamide), C(C)(=O)OCC (ethyl acetate), O (water), petroleum ether. Run at temperature -10 celsius, time 3 minute. Product: C(C1=CC=CC=C1)(C1=CC=CC=C1)(C1=CC=CC=C1)NC=1SC=C(N1)C(C(=O)OCC)=NOC(C)(C)C(=O)OC(C)(C)C (ethyl 2-(2-tritylamino-4-thiazolyl)-2-(1-tert.-butoxycarbonyl-1-methylethyl oxyimino)-acetate). RXN SMILES: Cl.[C:2]([NH:21][C:22]1[S:23][CH:24]=[C:25]([C:27](=[N:33][OH:34])[C:28]([O:30][CH2:31][CH3:32])=[O:29])[N:26]=1)([C:15]1[CH:20]=[CH:19][CH:18]=[CH:17][CH:16]=1)([C:9]1[CH:14]=[CH:13][CH:12]=[CH:11][CH:10]=1)[C:3]1[CH:8]=[CH:7][CH:6]=[CH:5][CH:4]=1.C(=O)([O-])[O-].[K+].[K+].Br[C:42]([CH3:51])([CH3:50])[C:43]([O:45][C:46]([CH3:49])([CH3:48])[CH3:47])=[O:44]>CN(C)C=O.C(OCC)(=O)C.O>[C:2]([NH:21][C:22]1[S:23][CH:24]=[C:25]([C:27](=[N:33][O:34][C:42]([C:43]([O:45][C:46]([CH3:49])([CH3:48])[CH3:47])=[O:44])([CH3:51])[CH3:50])[C:28]([O:30][CH2:31][CH3:32])=[O:29])[N:26]=1)([C:15]1[CH:20]=[CH:19][CH:18]=[CH:17][CH:16]=1)([C:9]1[CH:10]=[CH:11][CH:12]=[CH:13][CH:14]=1)[C:3]1[CH:8]=[CH:7][CH:6]=[CH:5][CH:4]=1 |f:2.3.4|. Reported procedure: A mixture of 9.88 g of the hydrochloride of ethyl 2-(2-tritylamino-4-thiazolyl)-2-hydroxyimino-acetate and 8.28 g of potassium carbonate in 25 ml of dry dimethylformamide was cooled in a bath at -10° C. for 10 minutes and 19 ml of raw tert.-butyl 2-bromo-2-methyl-propionate were added thereto over 3 minutes. The mixture was stirred for 16 hours during which it solidified into a mass which was poured into a mixture of 400 ml of distilled water and 200 ml of ethyl acetate. The mixture was stirred ...